Task: describe an organic reaction: reactants, conditions, products, and yield. Dataset: the Open Reaction Database (ORD), a public repository of structured organic reaction records The reactants are C1CCOC1, CC(C)C[AlH]CC(C)C, CCOC(=O)C=Cc1cc2cc(Cl)c(Cl)cc2[nH]1. Product: OCC=Cc1cc2cc(Cl)c(Cl)cc2[nH]1. As a reaction SMILES: [CH2:28]1[O:29][CH2:30][CH2:31][CH2:32]1.[CH3:19][CH:20]([CH2:21][AlH:22][CH2:23][CH:24]([CH3:25])[CH3:26])[CH3:27].[Cl:1][c:2]1[cH:3][c:4]2[cH:5][c:6]([CH:12]=[CH:13][C:14](=[O:15])[O:16][CH2:17][CH3:18])[nH:7][c:8]2[cH:9][c:10]1[Cl:11]>>[Cl:1][c:2]1[cH:3][c:4]2[cH:5][c:6]([CH:12]=[CH:13][CH2:14][OH:15])[nH:7][c:8]2[cH:9][c:10]1[Cl:11]. The reactants are Cl (HCl), NC=1C(=NC(=CN1)C1=CC=C(C=C1)C(N(C)C)=O)C1=NN=C(O1)C1=CC=C(C(=O)OC)C=C1 (Methyl 4-[5-[3-amino-6-[4-(dimethylcarbamoyl)phenyl]pyrazin-2-yl]-1,3,4-oxadiazol-2-yl]benzoate), CC(C)C[AlH]CC(C)C (DIBAL), CC(C)C[AlH]CC(C)C (DIBAL), [OH-].[Na+] (NaOH). Solvent: C1CCOC1 (THF). Run at temperature 10 celsius, time 90 minute. Yields the product NC=1C(=NC(=CN1)C1=CC=C(C=C1)CN(C)C)C1=NN=C(O1)C1=CC=C(C=C1)CO ([4-[5-[3-amino-6-[4-(dimethylaminomethyl)phenyl]pyrazin-2-yl]-1,3,4-oxadiazol-2-yl]phenyl]methanol). Isolated yield 9.4%. Reaction SMILES: [NH2:1][C:2]1[C:3]([C:19]2[O:23][C:22]([C:24]3[CH:33]=[CH:32][C:27]([C:28](OC)=[O:29])=[CH:26][CH:25]=3)=[N:21][N:20]=2)=[N:4][C:5]([C:8]2[CH:13]=[CH:12][C:11]([C:14](=O)[N:15]([CH3:17])[CH3:16])=[CH:10][CH:9]=2)=[CH:6][N:7]=1.CC(C[AlH]CC(C)C)C.Cl.[OH-].[Na+]>C1COCC1>[NH2:1][C:2]1[C:3]([C:19]2[O:23][C:22]([C:24]3[CH:25]=[CH:26][C:27]([CH2:28][OH:29])=[CH:32][CH:33]=3)=[N:21][N:20]=2)=[N:4][C:5]([C:8]2[CH:13]=[CH:12][C:11]([CH2:14][N:15]([CH3:17])[CH3:16])=[CH:10][CH:9]=2)=[CH:6][N:7]=1 |f:3.4|. Reported procedure: Methyl 4-[5-[3-amino-6-[4-(dimethylcarbamoyl)phenyl]pyrazin-2-yl]-1,3,4-oxadiazol-2-yl]benzoate (154 mg, 0.3465 mmol) in dry THF (1.5 mL) was cooled in ice-bath then treated dropwise with DIBAL (346.5 μL of 1 M solution in hexanes, 0.3465 mmol). The resulting mixture was stirred 0-20° C. over 90 min and then at room temperature overnight. Additional DIBAL (1.732 mL of 1 M solution in hexanes, 1.732 mmol) was added at room temperature. The reaction mixture was poured onto water (10 mL) and acidif...